Dataset: the Open Reaction Database (ORD), a public repository of structured organic reaction records. Task: describe an organic reaction: reactants, conditions, products, and yield The reactants are C1CCOC1 (THF), ClCC1=CC=C(C(=O)Cl)C=C1 (4-chloromethylbenzoylchloride), C1CCOC1 (THF), C(C)(C)(C)OC(=O)N1CCNCC1 (1-tert-butoxycarbonylpiperazine). The solvent is C(C)N(CC)CC (triethylamine). Product: C(C)(C)(C)OC(=O)N1CCN(CC1)C(C1=CC=C(C=C1)CCl)=O (1-tert-Butoxycarbonyl-4-(4-chloromethylbenzoyl)piperazine). As a reaction SMILES: C1COCC1.[Cl:6][CH2:7][C:8]1[CH:16]=[CH:15][C:11]([C:12](Cl)=[O:13])=[CH:10][CH:9]=1.[C:17]([O:21][C:22]([N:24]1[CH2:29][CH2:28][NH:27][CH2:26][CH2:25]1)=[O:23])([CH3:20])([CH3:19])[CH3:18]>C(N(CC)CC)C>[C:17]([O:21][C:22]([N:24]1[CH2:29][CH2:28][N:27]([C:12](=[O:13])[C:11]2[CH:15]=[CH:16][C:8]([CH2:7][Cl:6])=[CH:9][CH:10]=2)[CH2:26][CH2:25]1)=[O:23])([CH3:20])([CH3:18])[CH3:19]. Procedure: A THF (8 ml) solution of 4-chloromethylbenzoylchloride (5.3 g) was added dropwise at 0° C. to a THF (16 ml) solution of 1-tert-butoxycarbonylpiperazine (5.19 g) and triethylamine (2.82 g) and the solution was stirred at room temperature for 10 minutes. The reaction solution was concentrated and the obtained solid residue was washed with water and ethyl acetate, and dried to give a colorless solid of the title compound (9.44 g). Run at time 10 minute. The yield is 100.0%.